This data is from the Open Reaction Database (ORD), a public repository of structured organic reaction records. The task is: describe an organic reaction: reactants, conditions, products, and yield Reactants: O=C(O)c1cc(Br)cc(Br)c1, [Li]C, CCOCC. The product is CC(=O)c1cc(Br)cc(Br)c1. As a reaction SMILES: [Br:1][c:2]1[cH:3][c:4]([C:5](=[O:6])[OH:7])[cH:8][c:9]([Br:11])[cH:10]1.[CH3:12][Li:13].[CH3:14][CH2:15][O:16][CH2:17][CH3:18]>>[Br:1][c:2]1[cH:3][c:4]([C:5](=[O:7])[CH3:12])[cH:8][c:9]([Br:11])[cH:10]1. Procedure details: Next, to a solution of (2R,4S)-5-(3′-chloro-biphenyl-4-yl)-4-[(3-hydroxy-isoxazole-5-carbonyl)-amino]-2-methyl-pentanoic acid ethyl ester (73 mg, 0.16 mmol) in ethanol (4 mL) is added 1N NaOH (2 mL) and the resulting mixture is stirred at room temperature for 2 hours. The mixture is acidified with 1N HCl and the solvent is removed under reduced pressure. The resulting residue is purified by preparative HPLC using a gradient of 10% MeCN/water to 100% MeCN (0.1% TFA) to give (2R,4S)-5-(3′-chloro-b... Reactants: C(C)OC([C@@H](C[C@@H](CC1=CC=C(C=C1)C1=CC(=CC=C1)Cl)NC(=O)C1=CC(=NO1)O)C)=O ((2R,4S)-5-(3′-chloro-biphenyl-4-yl)-4-[(3-hydroxy-isoxazole-5-carbonyl)-amino]-2-methyl-pentanoic acid ethyl ester), [OH-].[Na+] (NaOH), Cl (HCl). Run at time 2 hour. The solvent is C(C)O (ethanol). As a reaction SMILES: C([O:3][C:4](=[O:32])[C@H:5]([CH3:31])[CH2:6][C@H:7]([NH:22][C:23]([C:25]1[O:29][N:28]=[C:27]([OH:30])[CH:26]=1)=[O:24])[CH2:8][C:9]1[CH:14]=[CH:13][C:12]([C:15]2[CH:20]=[CH:19][CH:18]=[C:17]([Cl:21])[CH:16]=2)=[CH:11][CH:10]=1)C.[OH-].[Na+].Cl>C(O)C>[Cl:21][C:17]1[CH:16]=[C:15]([C:12]2[CH:13]=[CH:14][C:9]([CH2:8][C@@H:7]([NH:22][C:23]([C:25]3[O:29][N:28]=[C:27]([OH:30])[CH:26]=3)=[O:24])[CH2:6][C@@H:5]([CH3:31])[C:4]([OH:32])=[O:3])=[CH:10][CH:11]=2)[CH:20]=[CH:19][CH:18]=1 |f:1.2|. Product: ClC=1C=C(C=CC1)C1=CC=C(C=C1)C[C@H](C[C@H](C(=O)O)C)NC(=O)C1=CC(=NO1)O ((2R,4S)-5-(3′-chloro-biphenyl-4-yl)-4-[(3-hydroxy-isoxazole-5-carbonyl)-amino]-2-methyl-pentanoic acid). The reactants are solution, C=CCCCCCSN1C(C=CC1=O)=O (N-Methylene hexylsulfanylmaleimide). Run in C(C)#N (acetonitrile). The product is C1(=CC=CC=C1)C(=C)C1=CC=CC=C1 (1,1-diphenylethyene). Yield: 2000.0%. As a reaction SMILES: [CH2:1]=[CH:2][CH2:3][CH2:4][CH2:5][CH2:6][CH2:7]SN1C(=O)C=CC1=O>C(#N)C>[C:4]1([C:3]([C:2]2[CH:1]=[CH:4][CH:5]=[CH:6][CH:7]=2)=[CH2:3])[CH:5]=[CH:6][CH:7]=[CH:1][CH:2]=1. Procedure: N-Methylene hexylsulfanylmaleimide (25 mg, 0.116 mmol) was dissolved in acetonitrile (21 mL) and 1,1-diphenylethyene (203 μL, 1.16 mmol) to provide a 0.005M solution. The resulting solution was degassed for 30 minutes and irradiated in pyrex glassware for 5 minutes with stirring. Solvent was removed in vacuo and purification by flash chromatography (gradient elution in petroleum ether to 30% ethyl acetate in petroleum ether) afforded (4RS,5RS,7RS) 2-aza-2-methylenecyclohexane-4-hexylsulfanyl-5-p... The reactants are CCN1CCN(Cc2ccc(Nc3nccc(-c4c[nH]nc4-c4ccc(C)cc4)n3)cc2)CC1, Cc1ccccc1. Product: CCN1CCN(Cc2ccc(Nc3nccc(-c4cn(C)nc4-c4ccc(C)cc4)n3)cc2)CC1. Reaction SMILES: [CH2:1]([CH3:2])[N:3]1[CH2:4][CH2:5][N:6]([CH2:9][c:10]2[cH:11][cH:12][c:13]([NH:16][c:17]3[n:18][cH:19][cH:20][c:21](-[c:23]4[c:24](-[c:28]5[cH:29][cH:30][c:31]([CH3:34])[cH:32][cH:33]5)[n:25][nH:26][cH:27]4)[n:22]3)[cH:14][cH:15]2)[CH2:7][CH2:8]1.[CH3:35][c:36]1[cH:37][cH:38][cH:39][cH:40][cH:41]1>>[CH2:1]([CH3:2])[N:3]1[CH2:4][CH2:5][N:6]([CH2:9][c:10]2[cH:11][cH:12][c:13]([NH:16][c:17]3[n:18][cH:19][cH:20][c:21](-[c:23]4[c:24](-[c:28]5[cH:29][cH:30][c:31]([CH3:34])[cH:32][cH:33]5)[n:25][n:26]([CH3:35])[cH:27]4)[n:22]3)[cH:14][cH:15]2)[CH2:7][CH2:8]1.